This data is from the Open Reaction Database (ORD), a public repository of structured organic reaction records. The task is: describe an organic reaction: reactants, conditions, products, and yield Reaction conditions: temperature -60 celsius, time 3 hour. Run in ClCCl (dichloromethane), ClCCl (dichloromethane). RXN SMILES: [Cl:1][C:2]1[CH:7]=[C:6]([Cl:8])[CH:5]=[CH:4][C:3]=1[C:9]1[C:10](=[O:25])[C:11](C(OCC)=O)=[C:12]([C:16]([F:19])([F:18])[F:17])[N:13]([CH3:15])[CH:14]=1.B(Br)(Br)Br.N1C2C(=CC=CC=2)C=CC=1.O>ClCCl.[Cu]>[Cl:1][C:2]1[CH:7]=[C:6]([Cl:8])[CH:5]=[CH:4][C:3]=1[C:9]1[C:10](=[O:25])[CH:11]=[C:12]([C:16]([F:19])([F:17])[F:18])[N:13]([CH3:15])[CH:14]=1. Reported procedure: 4.1 g (10.4 mmol) of 5-(2,4-dichlorophenyl)-3-ethoxycarbonyl-1-methyl-2-trifluoromethyl-4(1H)-pyridone was dissolved in 100 ml of dichloromethane, and 10 ml of a dichloromethane solution of 3N boron tribromide was dropwise added thereto under cooling to −60° C. After stirring at room temperature for 3 hours, the reaction solution was poured into ice water, and precipitated crystals were collected by filtration and washed with water. They were dried under reduced pressure to obtain crude crystals... Product: ClC1=C(C=CC(=C1)Cl)C=1C(C=C(N(C1)C)C(F)(F)F)=O (5-(2,4-dichlorophenyl)-1-methyl-2-trifluoromethyl-4(1H)-pyridone). The yield is 26.9%. The reagents and catalysts are [Cu] (copper). Reactants: N1=CC=CC2=CC=CC=C12 (quinoline), ClC1=C(C=CC(=C1)Cl)C=1C(C(=C(N(C1)C)C(F)(F)F)C(=O)OCC)=O (5-(2,4-dichlorophenyl)-3-ethoxycarbonyl-1-methyl-2-trifluoromethyl-4(1H)-pyridone), O (water), ice water, B(Br)(Br)Br (boron tribromide). Reactants: N1C=CC2=CC=CC=C12 (indole), C1(=CC=CC=C1)S(=O)(=O)Cl (phenylsulphonyl chloride), [OH-].[Na+] (NaOH). Reagents/catalysts: [N+](CCCC)(CCCC)(CCCC)CCCC.[O-]S(=O)(=O)O ((n-Bu)4NHSO4). Solvent: C(Cl)Cl (CH2Cl2). Reaction conditions: time 4 hour. Product: C1(=CC=CC=C1)S(=O)(=O)N1C=CC2=CC=CC=C12 (1-(phenylsulphonyl)indole). The yield is 89.0%. Reaction SMILES: [NH:1]1[C:9]2[C:4](=[CH:5][CH:6]=[CH:7][CH:8]=2)[CH:3]=[CH:2]1.[C:10]1([S:16](Cl)(=[O:18])=[O:17])[CH:15]=[CH:14][CH:13]=[CH:12][CH:11]=1.[OH-].[Na+]>[N+](CCCC)(CCCC)(CCCC)CCCC.[O-]S(O)(=O)=O.C(Cl)Cl>[C:10]1([S:16]([N:1]2[C:9]3[C:4](=[CH:5][CH:6]=[CH:7][CH:8]=3)[CH:3]=[CH:2]2)(=[O:18])=[O:17])[CH:15]=[CH:14][CH:13]=[CH:12][CH:11]=1 |f:2.3,4.5|. Procedure details: 1-(phenylsulphonyl)indole is prepared according to the procedures described in S. Roy, G. W. Gribble Tetrahedron Lett. 2005, 46, 1325-1328, by reaction of indole with phenylsulphonyl chloride (PhSO2C1) in a basic medium (NaOH) in the presence of a catalytic quantity of (n-Bu)4NHSO4 in CH2Cl2 at 0° C. for 1 hour then at ambient temperature for 4 hours (yield: 89%). Starting materials: OC[C@H](CCCCNC(=O)[C@H](CC1=CC2=CC=CC=C2C=C1)NC(=O)N1CCOCC1)N(S(=O)(=O)C1=CC=C(C=C1)OC)CC(C)C ((1S,5S)-Morpholine-4-carboxylic Acid (1-{6-Hydroxy-5-[isobutyl-(4-methoxy-benzenesulfonyl)-amino]-hexylcarbamoyl}-2-naphthalen-2-yl-ethyl)-amide), N1(CCOCC1)C(=O)N[C@H](C(=O)O)CC1=CC=CC2=CC=CC=C12 ((2S)-2-[(morpholine-4-carbonyl)-amino]-3-naphthalen-1-yl-propionic acid). Product: OC[C@H](CCCCNC(=O)[C@H](CC1=CC=CC2=CC=CC=C12)NC(=O)N1CCOCC1)N(S(=O)(=O)C1=CC=C(C=C1)OC)CC(C)C ((1S,5S)-Morpholine-4-carboxylic Acid (1-{6-Hydroxy-5-[isobutyl-(4-methoxy-benzenesulfonyl)-amino]-hexylcarbamoyl}-2-naphthalen-1-yl-ethyl)-amide). Reaction SMILES: [OH:1][CH2:2][C@@H:3]([N:32]([CH2:44][CH:45]([CH3:47])[CH3:46])[S:33]([C:36]1[CH:41]=[CH:40][C:39]([O:42][CH3:43])=[CH:38][CH:37]=1)(=[O:35])=[O:34])[CH2:4][CH2:5][CH2:6][CH2:7][NH:8][C:9]([C@@H:11]([NH:23][C:24]([N:26]1[CH2:31][CH2:30][O:29][CH2:28][CH2:27]1)=[O:25])[CH2:12][C:13]1[CH:22]=[CH:21][C:20]2[C:15](=[CH:16][CH:17]=[CH:18][CH:19]=2)[CH:14]=1)=[O:10].N1(C(N[C@@H](CC2C3C(=CC=CC=3)C=CC=2)C(O)=O)=O)CCOCC1>>[OH:1][CH2:2][C@@H:3]([N:32]([CH2:44][CH:45]([CH3:46])[CH3:47])[S:33]([C:36]1[CH:37]=[CH:38][C:39]([O:42][CH3:43])=[CH:40][CH:41]=1)(=[O:35])=[O:34])[CH2:4][CH2:5][CH2:6][CH2:7][NH:8][C:9]([C@@H:11]([NH:23][C:24]([N:26]1[CH2:27][CH2:28][O:29][CH2:30][CH2:31]1)=[O:25])[CH2:12][C:13]1[C:14]2[C:19](=[CH:18][CH:17]=[CH:16][CH:15]=2)[CH:20]=[CH:21][CH:22]=1)=[O:10]. Procedure details: The title compound was prepared from (1S)-N-(5-amino-1-hydroxymethyl-pentyl)-N-isobutyl-4-methoxy-benzenesulfonamide (XII) (example 35, step B) as described in general procedure B using (2S)-2-[(morpholine-4-carbonyl)-amino]-3-naphthalen-1-yl-propionic acid (see example 32, step A). The final product was obtained in 23% yield (27 mg). Starting materials: example 5 ( 20 ), NCC(C(=O)OCC)C1(OCCO1)C (ethyl 3-amino-2-(2-methyl-[1,3]dioxolan-2-yl)propionate), ClC1=C2C(C(=O)OC2=O)=C(C=C1)Cl (3,6-dichlorophthalic anhydride). The product is ClC1=C2C(N(C(C2=C(C=C1)Cl)=O)CC(C(=O)OCC)C1(OCCO1)C)=O (Ethyl 3-(4,7-dichloro-1,3-dioxo-1,3-dihydro-isoindol-2-yl)-2-(2-methyl-[1,3]dioxolan-2-yl)propionate). As a reaction SMILES: [NH2:1][CH2:2][CH:3]([C:9]1([CH3:14])[O:13][CH2:12][CH2:11][O:10]1)[C:4]([O:6][CH2:7][CH3:8])=[O:5].[Cl:15][C:16]1[CH:26]=[CH:25][C:24]([Cl:27])=[C:18]2[C:19]([O:21][C:22](=O)[C:17]=12)=[O:20]>>[Cl:15][C:16]1[CH:26]=[CH:25][C:24]([Cl:27])=[C:18]2[C:17]=1[C:22](=[O:21])[N:1]([CH2:2][CH:3]([C:9]1([CH3:14])[O:10][CH2:11][CH2:12][O:13]1)[C:4]([O:6][CH2:7][CH3:8])=[O:5])[C:19]2=[O:20]. Procedure: Ethyl 3-(4,7-dichloro-1,3-dioxo-1,3-dihydro-isoindol-2-yl)-2-(2-methyl-[1,3]dioxolan-2-yl)propionate was prepared (1.10 g, 74%) in the same manner as described in the above example 5 (20) from ethyl 3-amino-2-(2-methyl-[1,3]dioxolan-2-yl)propionate (0.80 g, 3.94 mmol) and 3,6-dichlorophthalic anhydride (0.94 g, 4.33 mmol), and the obtained product was identified with the following NMR data. Starting materials: CC(C1=CC=CC=C1)N (α-methylbenzylamine), BrCCO (2-bromoethanol). The solvent is ClCCl (dichloromethane). Reaction conditions: temperature 52 celsius, time 50 hour. Product: CC1NCCC2=CC=CC=C12 (1-methyl-1,2,3,4-tetrahydroisoquinoline). Yield: 86.1%. Reaction SMILES: [CH3:1][CH:2]([NH2:9])[C:3]1[CH:8]=[CH:7][CH:6]=[CH:5][CH:4]=1.Br[CH2:11][CH2:12]O>ClCCl>[CH3:1][CH:2]1[C:3]2[C:8](=[CH:7][CH:6]=[CH:5][CH:4]=2)[CH2:12][CH2:11][NH:9]1. Procedure: 103.08 g (0.86 mole) of α-methylbenzylamine was dissolved in 110 ml of dichloromethane and 127.56 g (1.02 mole) of 2-bromoethanol was added thereto. This mixture was stirred at 52° C. for 50 hours to complete the reaction. The reaction solution was concentrated under reduced pressure and the residue was subjected to fractional distillation to obtain 109 g of the title compound, which had a pale yellow color. Reactants: CCc1ccc(C(=O)Cc2ccc(Br)cc2)cc1, CC(=O)Cl, O=C(O)C(F)(F)F. Yields the product CCc1ccc(C(Cl)=Cc2ccc(Br)cc2)cc1. RXN SMILES: [Br:12][c:13]1[cH:14][cH:15][c:16]([CH2:19][C:20](=[O:21])[c:22]2[cH:23][cH:24][c:25]([CH2:28][CH3:29])[cH:26][cH:27]2)[cH:17][cH:18]1.[CH3:8][C:9]([Cl:10])=[O:11].[F:1][C:2]([F:3])([F:4])[C:5]([OH:6])=[O:7]>>[Cl:10][C:20](=[CH:19][c:16]1[cH:15][cH:14][c:13]([Br:12])[cH:18][cH:17]1)[c:22]1[cH:23][cH:24][c:25]([CH2:28][CH3:29])[cH:26][cH:27]1. The reactants are [C-]#N.[K+] (Potassium cyanide), Cl[O-] (hypochorite), C(C)OCC (Diethyl ether), FC(CN1C2CC(CC1CC2)=O)(F)F (8-(2,2,2-Trifluoroethyl)-8-azabicyclo[3.2.1]octan-3-one), Cl (hydrochloric acid), Cl (hydrochloric acid). The solvent is O (water). Run at temperature 0 celsius, time 5 minute. The product is C(#N)C1(CC2CCC(C1)N2CC(F)(F)F)O (3-cyano-3-hydroxy-8-(2,2,2-trifluoroethyl)-8-azabicyclo[3.2.1]octane). RXN SMILES: Cl[O-].[F:3][C:4]([F:16])([F:15])[CH2:5][N:6]1[CH:11]2[CH2:12][CH2:13][CH:7]1[CH2:8][C:9](=[O:14])[CH2:10]2.Cl.C(OCC)C.[C-:23]#[N:24].[K+]>O>[C:23]([C:9]1([OH:14])[CH2:8][CH:7]2[N:6]([CH2:5][C:4]([F:3])([F:15])[F:16])[CH:11]([CH2:12][CH2:13]2)[CH2:10]1)#[N:24] |f:4.5|. Procedure details: A 500 ml 3-necked round bottom flask was equipped with an overhead paddle stirrer, thermometer and hypochorite scrubber. 8-(2,2,2-Trifluoroethyl)-8-azabicyclo[3.2.1]octan-3-one (10.82 g, 50 mmol) was charged to the reaction flask followed by hydrochloric acid (5M, 100 ml) and the mixture was cooled to 0° C. Diethyl ether (70.8 g, 955 mmol) was added and the mixture stirred for 5 minutes. Potassium cyanide (36.9 g, 550 mmol) was added to the stirred reaction mixture portionwise over 0.5 hour. Aft...